Dataset: the Open Reaction Database (ORD), a public repository of structured organic reaction records. Task: describe an organic reaction: reactants, conditions, products, and yield Reactants: C1(CC1)N (cyclopropylamine), ClC1=C(C(=O)C(C(=O)OCC)=COCC)C(=CC(=C1F)Cl)F (ethyl 2-(2,4-dichloro-3,6-difluorobenzoyl)-3-ethoxy-acrylate), O (water). Solvent: C(C)O (ethanol). Reaction conditions: time 1 hour. Yields the product ClC1=C(C(=O)C(C(=O)OCC)=CNC2CC2)C(=CC(=C1F)Cl)F (ethyl 2-(2,4-dichloro-3,6-difluorobenzoyl)-3-cyclopropylamino-acrylate). The yield is 87.6%. RXN SMILES: [Cl:1][C:2]1[C:19]([F:20])=[C:18]([Cl:21])[CH:17]=[C:16]([F:22])[C:3]=1[C:4]([C:6](=[CH:12]OCC)[C:7]([O:9][CH2:10][CH3:11])=[O:8])=[O:5].[CH:23]1([NH2:26])[CH2:25][CH2:24]1.O>C(O)C>[Cl:1][C:2]1[C:19]([F:20])=[C:18]([Cl:21])[CH:17]=[C:16]([F:22])[C:3]=1[C:4]([C:6](=[CH:12][NH:26][CH:23]1[CH2:25][CH2:24]1)[C:7]([O:9][CH2:10][CH3:11])=[O:8])=[O:5]. Reported procedure: 15.6 g of ethyl 2-(2,4-dichloro-3,6-difluorobenzoyl)-3-ethoxy-acrylate are dissolved in 50 ml of ethanol, and 2.75 g of cyclopropylamine are added dropwise, while cooling. The mixture is stirred at room temperature for 1 hour, 50 ml of water are added, while cooling with ice, and the precipitate is filtered off with suction, rinsed with ethanol/H2O (1:1) and dried. 14.1 g of ethyl 2-(2,4-dichloro-3,6-difluorobenzoyl)-3-cyclopropylamino-acrylate of melting point 106°-107° C. are obtained. Reaction conditions: time 1 hour. The reactants are Cl.COC(C1=CC=C(C=C1)[N+](=O)[O-])=N (4-Nitro-benzimidic acid methyl ester hydrochloride), C(=O)NN (formic hydrazide). The solvent is N1=CC=CC=C1 (pyridine). Yields the product [N+](=O)([O-])C1=CC=C(C=C1)C1=NC=NN1 (5-(4-nitro-phenyl)-1H-[1,2,4]triazole). Procedure details: 4-Nitro-benzimidic acid methyl ester hydrochloride (635 mg, 2.93 mmol) was suspended in pyridine (7 mL) and formic hydrazide (Aldrich, 178 mg, 2.95 mmol) was added and the mixture was stirred at rt for 1 hr. The solvent was removed and the residue was dissolved in toluene (10 mL) and the mixture was stirred at reflux for 1.5 hrs. the mixture was cooled and water was added. The organic layer was separated and dried over sodium sulfate. The solvent was removed and the residue was suspended in 25% ... RXN SMILES: Cl.CO[C:4](=[NH:14])[C:5]1[CH:10]=[CH:9][C:8]([N+:11]([O-:13])=[O:12])=[CH:7][CH:6]=1.[CH:15]([NH:17][NH2:18])=O>N1C=CC=CC=1>[N+:11]([C:8]1[CH:7]=[CH:6][C:5]([C:4]2[NH:18][N:17]=[CH:15][N:14]=2)=[CH:10][CH:9]=1)([O-:13])=[O:12] |f:0.1|. The reactants are CCNC(=O)Nc1ccc(-c2nc3c(c(N4CCOCC4)n2)CNC3)cc1, COC(=O)Cl. Yields the product CCNC(=O)Nc1ccc(-c2nc3c(c(N4CCOCC4)n2)CN(C(=O)OC)C3)cc1. As a reaction SMILES: [CH2:1]([CH3:2])[NH:3][C:4](=[O:5])[NH:6][c:7]1[cH:8][cH:9][c:10](-[c:13]2[n:14][c:15]([N:22]3[CH2:23][CH2:24][O:25][CH2:26][CH2:27]3)[c:16]3[c:17]([n:18]2)[CH2:19][NH:20][CH2:21]3)[cH:11][cH:12]1.[Cl:28][C:29](=[O:30])[O:31][CH3:32]>>[CH2:1]([CH3:2])[NH:3][C:4](=[O:5])[NH:6][c:7]1[cH:8][cH:9][c:10](-[c:13]2[n:14][c:15]([N:22]3[CH2:23][CH2:24][O:25][CH2:26][CH2:27]3)[c:16]3[c:17]([n:18]2)[CH2:19][N:20]([C:29](=[O:30])[O:31][CH3:32])[CH2:21]3)[cH:11][cH:12]1.